Dataset: the Open Reaction Database (ORD), a public repository of structured organic reaction records. Task: describe an organic reaction: reactants, conditions, products, and yield Starting materials: CC(C)CS(=O)(=O)c1nc(C(=O)O)ccc1C1CC1, CNC(=O)C(N)CC(C)(C)C. The product is CNC(=O)C(CC(C)(C)C)NC(=O)c1ccc(C2CC2)c(S(=O)(=O)CC(C)C)n1. Reaction SMILES: [CH:1]1([c:4]2[cH:5][cH:6][c:7]([C:17](=[O:18])[OH:19])[n:8][c:9]2[S:10](=[O:11])(=[O:12])[CH2:13][CH:14]([CH3:15])[CH3:16])[CH2:2][CH2:3]1.[NH2:20][CH:21]([C:22](=[O:23])[NH:24][CH3:25])[CH2:26][C:27]([CH3:28])([CH3:29])[CH3:30]>>[CH:1]1([c:4]2[cH:5][cH:6][c:7]([C:17](=[O:19])[NH:20][CH:21]([C:22](=[O:23])[NH:24][CH3:25])[CH2:26][C:27]([CH3:28])([CH3:29])[CH3:30])[n:8][c:9]2[S:10](=[O:11])(=[O:12])[CH2:13][CH:14]([CH3:15])[CH3:16])[CH2:2][CH2:3]1. Reactants: C(=O)(OC)C1C(CCCC1)=O (2-carbomethoxycyclohexanone), BrCCC1OCCO1 (2-(2-bromoethyl)-1,3-dioxolane), C([O-])([O-])=O.[K+].[K+] (potassium carbonate). The solvent is CN(C)C=O (DMF), O (water). Product: O1C(OCC1)CCC1(C(CCCC1)=O)C(=O)OC (methyl 1-[2-(1,3-dioxolan-2-yl)ethyl]-2-oxocyclohexanecarboxylate). RXN SMILES: [C:1]([CH:5]1[CH2:10][CH2:9][CH2:8][CH2:7][C:6]1=[O:11])([O:3][CH3:4])=[O:2].Br[CH2:13][CH2:14][CH:15]1[O:19][CH2:18][CH2:17][O:16]1.C(=O)([O-])[O-].[K+].[K+]>CN(C=O)C.O>[O:16]1[CH2:17][CH2:18][O:19][CH:15]1[CH2:14][CH2:13][C:5]1([C:1]([O:3][CH3:4])=[O:2])[CH2:10][CH2:9][CH2:8][CH2:7][C:6]1=[O:11] |f:2.3.4|. Reported procedure: A solution of 2-carbomethoxycyclohexanone (2.0 g, 12.8 mmoles) in 50 mL of DMF was reacted at 70° C. for 15 h with 2-(2-bromoethyl)-1,3-dioxolane (4.6 g, 25 moles) and potassium carbonate (4.8 g, 34.8 mmoles). The reaction mixture was diluted to 500 mL with water and extracted with ethyl ether/ethyl acetate. The organic extracts were dried over sodium sulfate, and the solvent was evaporated to generate the title compound as an oil. The reactants are BrC1=CC(=C(C#N)C=C1)F (4-bromo-2-fluorobenzonitrile), CN(C)C=O (DMF), C1(=CC=CC=C1)C (Toluene), [Cl-].[NH4+] (ammonium chloride). Reagents/catalysts: [C-]#N.[Zn+2].[C-]#N (zinc cyanide), C=1C=CC(=CC1)[P](C=2C=CC=CC2)(C=3C=CC=CC3)[Pd]([P](C=4C=CC=CC4)(C=5C=CC=CC5)C=6C=CC=CC6)([P](C=7C=CC=CC7)(C=8C=CC=CC8)C=9C=CC=CC9)[P](C=1C=CC=CC1)(C=1C=CC=CC1)C=1C=CC=CC1 (tetrakis(triphenylphosphine)palladium). Yields the product FC1=C(C#N)C=CC(=C1)C#N (2-fluoroterephthalonitrile). Reaction SMILES: Br[C:2]1[CH:9]=[CH:8][C:5]([C:6]#[N:7])=[C:4]([F:10])[CH:3]=1.C1(C)C=CC=CC=1.[Cl-].[NH4+].[CH3:20][N:21](C=O)C>[C-]#N.[Zn+2].[C-]#N.C1C=CC([P]([Pd]([P](C2C=CC=CC=2)(C2C=CC=CC=2)C2C=CC=CC=2)([P](C2C=CC=CC=2)(C2C=CC=CC=2)C2C=CC=CC=2)[P](C2C=CC=CC=2)(C2C=CC=CC=2)C2C=CC=CC=2)(C2C=CC=CC=2)C2C=CC=CC=2)=CC=1>[F:10][C:4]1[CH:3]=[C:2]([C:20]#[N:21])[CH:9]=[CH:8][C:5]=1[C:6]#[N:7] |f:2.3,5.6.7,^1:33,35,54,73|. Procedure: A solution of 4-bromo-2-fluorobenzonitrile (20 g, 100 mmol), zinc cyanide (7 g, 60 mmol) and tetrakis(triphenylphosphine)palladium (4.6 g, 4 mmol) in DMF (100 mL) was heated at 80° C. for 4 hr. Toluene (300 mL) and saturated aqueous ammonium chloride (300 mL) were added and the layers were separated. The organic layer was washed once with saturated aqueous ammonium chloride and twice with brine. The organic phase was dried (MgSO4), filtered and concentrated. The product was purified by silica ge... The reactants are CCCC[Sn](CCCC)(CCCC)c1ccccn1, C1COCCO1, [Cl-], [F-], CN1CCC(c2c[nH]c3ccc(OS(=O)(=O)C(F)(F)F)nc23)CC1, [K+], [Li+]. Yields the product CN1CCC(c2c[nH]c3ccc(-c4ccccn4)nc23)CC1. Reaction SMILES: [CH2:27]([Sn:28]([CH2:29][CH2:30][CH2:31][CH3:38])([c:32]1[n:33][cH:34][cH:35][cH:36][cH:37]1)[CH2:39][CH2:40][CH2:41][CH3:42])[CH2:43][CH2:44][CH3:45].[CH2:48]1[O:49][CH2:50][CH2:51][O:52][CH2:53]1.[Cl-:26].[F-:46].[F:1][C:2]([F:3])([F:4])[S:5]([O:6][c:7]1[n:8][c:9]2[c:10]([CH:16]3[CH2:17][CH2:18][N:19]([CH3:22])[CH2:20][CH2:21]3)[cH:11][nH:12][c:13]2[cH:14][cH:15]1)(=[O:23])=[O:24].[K+:47].[Li+:25]>>[c:7]1(-[c:32]2[n:33][cH:34][cH:35][cH:36][cH:37]2)[n:8][c:9]2[c:10]([CH:16]3[CH2:17][CH2:18][N:19]([CH3:22])[CH2:20][CH2:21]3)[cH:11][nH:12][c:13]2[cH:14][cH:15]1. Procedure details: A mixture of 3(R)-amino-2,3-dihydro-1,5(5H)-benzothiazepin-4-one (2.7 g) and ethyl 6-(1-benzyloxycarbonyl-4-piperidyl)-2-methanesulfonyloxyhexanoate (5.4 g) is heated at 100°-130° C. for 3 hours. After cooling, the mixture is dissolved in ethylacetate (200 ml) and the solution is washed with water, dried over anhydrous magnesium sulfate and concentrated in vacuo. The residue is purified by silica gel column chromatography (hexane:ethyl acetate=2:1) to give 3(R)-[5-(1-benzyloxycarbonyl-4-piperidy... Yields the product C(C1=CC=CC=C1)OC(=O)N1CCC(CC1)CCCCC(C(=O)OCC)N[C@H]1CSC2=C(NC1=O)C=CC=C2 (3(R)-[5-(1-benzyloxycarbonyl-4-piperidyl)-1-ethoxycarbonylpentyl]amino-2,3-dihydro-1,5(5H)-benzothiazepin-4-one). Solvent: C(C)OC(C)=O (ethylacetate). The yield is 44.2%. As a reaction SMILES: [NH2:1][C@@H:2]1[C:8](=[O:9])[NH:7][C:6]2[CH:10]=[CH:11][CH:12]=[CH:13][C:5]=2[S:4][CH2:3]1.[CH2:14]([O:21][C:22]([N:24]1[CH2:29][CH2:28][CH:27]([CH2:30][CH2:31][CH2:32][CH2:33][CH:34](OS(C)(=O)=O)[C:35]([O:37][CH2:38][CH3:39])=[O:36])[CH2:26][CH2:25]1)=[O:23])[C:15]1[CH:20]=[CH:19][CH:18]=[CH:17][CH:16]=1>C(OC(=O)C)C>[CH2:14]([O:21][C:22]([N:24]1[CH2:25][CH2:26][CH:27]([CH2:30][CH2:31][CH2:32][CH2:33][CH:34]([NH:1][C@@H:2]2[C:8](=[O:9])[NH:7][C:6]3[CH:10]=[CH:11][CH:12]=[CH:13][C:5]=3[S:4][CH2:3]2)[C:35]([O:37][CH2:38][CH3:39])=[O:36])[CH2:28][CH2:29]1)=[O:23])[C:15]1[CH:16]=[CH:17][CH:18]=[CH:19][CH:20]=1. The reactants are N[C@H]1CSC2=C(NC1=O)C=CC=C2 (3(R)-amino-2,3-dihydro-1,5(5H)-benzothiazepin-4-one), C(C1=CC=CC=C1)OC(=O)N1CCC(CC1)CCCCC(C(=O)OCC)OS(=O)(=O)C (ethyl 6-(1-benzyloxycarbonyl-4-piperidyl)-2-methanesulfonyloxyhexanoate).